This data is from the Open Reaction Database (ORD), a public repository of structured organic reaction records. The task is: describe an organic reaction: reactants, conditions, products, and yield Reactants: [BH3-]C#N, [BH3-]C#N, CC(=O)[O-], CO, CC(=O)O, COc1ccc(C=O)cc1OC1CCCC1, N#Cc1c[nH]nc1N, [Na+], [Na+]. The product is COc1ccc(CNc2n[nH]cc2C#N)cc1OC1CCCC1. Reaction SMILES: [C:30]([BH3-:31])#[N:32].[C:33]([BH3-:34])#[N:35].[CH3:26][C:27](=[O:28])[O-:29].[CH3:37][OH:38].[CH3:39][C:40](=[O:41])[OH:42].[CH:9]1([O:14][c:15]2[cH:16][c:17]([CH:18]=[O:19])[cH:20][cH:21][c:22]2[O:23][CH3:24])[CH2:10][CH2:11][CH2:12][CH2:13]1.[NH2:1][c:2]1[n:3][nH:4][cH:5][c:6]1[C:7]#[N:8].[Na+:25].[Na+:36]>>[NH:1]([c:2]1[n:3][nH:4][cH:5][c:6]1[C:7]#[N:8])[CH2:18][c:17]1[cH:16][c:15]([O:14][CH:9]2[CH2:10][CH2:11][CH2:12][CH2:13]2)[c:22]([O:23][CH3:24])[cH:21][cH:20]1. The reactants are [Br-], C1CCOC1, C1CCOC1, C1CCOC1, C1CCOC1, [Zn+]C1CC1, [Mg+]C1CC1, [Cl-], [Cl-], [Cl-], [Cl-], Clc1ccc(-c2cc(Cl)nc(Cl)n2)cc1, [NH4+], [Zn+2], c1ccc(P(c2ccccc2)(c2ccccc2)[Pd](P(c2ccccc2)(c2ccccc2)c2ccccc2)(P(c2ccccc2)(c2ccccc2)c2ccccc2)P(c2ccccc2)(c2ccccc2)c2ccccc2)cc1. The product is Clc1ccc(-c2cc(C3CC3)nc(Cl)n2)cc1. RXN SMILES: [Br-:26].[CH2:123]1[O:124][CH2:125][CH2:126][CH2:127]1.[CH2:21]1[O:22][CH2:23][CH2:24][CH2:25]1.[CH2:31]1[O:32][CH2:33][CH2:34][CH2:35]1.[CH2:38]1[O:39][CH2:40][CH2:41][CH2:42]1.[CH:17]1([Zn+:20])[CH2:18][CH2:19]1.[CH:27]1([Mg+:28])[CH2:29][CH2:30]1.[Cl-:120].[Cl-:122].[Cl-:16].[Cl-:36].[Cl:1][c:2]1[n:3][c:4](-[c:9]2[cH:10][cH:11][c:12]([Cl:15])[cH:13][cH:14]2)[cH:5][c:6]([Cl:8])[n:7]1.[NH4+:37].[Zn+2:121].[cH:43]1[cH:44][cH:45][c:46]([P:47]([Pd:48]([P:49]([c:50]2[cH:51][cH:52][cH:53][cH:54][cH:55]2)([c:56]2[cH:57][cH:58][cH:59][cH:60][cH:61]2)[c:62]2[cH:63][cH:64][cH:65][cH:66][cH:67]2)([P:68]([c:69]2[cH:70][cH:71][cH:72][cH:73][cH:74]2)([c:75]2[cH:76][cH:77][cH:78][cH:79][cH:80]2)[c:81]2[cH:82][cH:83][cH:84][cH:85][cH:86]2)[P:87]([c:88]2[cH:89][cH:90][cH:91][cH:92][cH:93]2)([c:94]2[cH:95][cH:96][cH:97][cH:98][cH:99]2)[c:100]2[cH:101][cH:102][cH:103][cH:104][cH:105]2)([c:106]2[cH:107][cH:108][cH:109][cH:110][cH:111]2)[c:112]2[cH:113][cH:114][cH:115][cH:116][cH:117]2)[cH:118][cH:119]1>>[Cl:1][c:2]1[n:3][c:4](-[c:9]2[cH:10][cH:11][c:12]([Cl:15])[cH:13][cH:14]2)[cH:5][c:6]([CH:17]2[CH2:18][CH2:19]2)[n:7]1. Reactants: NC=1SC(=CC1C(=O)N)C1=C(C=C(C=C1)C(C)(C)O)F (2-amino-5-[2-fluoro-4-(1-hydroxy-1-methylethyl)phenyl]thiophene-3-carboxamide), ClC1=NC(=NC=C1)C(C(F)(F)F)O (1-(4-chloropyrimidin-2-yl)-2,2,2-trifluoroethanol). The product is FC1=C(C=CC(=C1)C(C)(C)O)C1=CC(=C(S1)NC1=NC(=NC=C1)C(C(F)(F)F)O)C(=O)N (5-[2-Fluoro-4-(1-hydroxy-1-methylethyl)phenyl]-2-{[2-(2,2,2-trifluoro-1-hydroxyethyl)pyrimidin-4-yl]amino}thiophene-3-carboxamide). Reaction SMILES: [NH2:1][C:2]1[S:3][C:4]([C:10]2[CH:15]=[CH:14][C:13]([C:16]([OH:19])([CH3:18])[CH3:17])=[CH:12][C:11]=2[F:20])=[CH:5][C:6]=1[C:7]([NH2:9])=[O:8].Cl[C:22]1[CH:27]=[CH:26][N:25]=[C:24]([CH:28]([OH:33])[C:29]([F:32])([F:31])[F:30])[N:23]=1>>[F:20][C:11]1[CH:12]=[C:13]([C:16]([OH:19])([CH3:17])[CH3:18])[CH:14]=[CH:15][C:10]=1[C:4]1[S:3][C:2]([NH:1][C:26]2[CH:27]=[CH:22][N:23]=[C:24]([CH:28]([OH:33])[C:29]([F:32])([F:30])[F:31])[N:25]=2)=[C:6]([C:7]([NH2:9])=[O:8])[CH:5]=1. Reported procedure: The title compound was prepared as described in Example 1 using 2-amino-5-[2-fluoro-4-(1-hydroxy-1-methylethyl)phenyl]thiophene-3-carboxamide (68 mg, 0.23 mmol) and 1-(4-chloropyrimidin-2-yl)-2,2,2-trifluoroethanol (49 mg, 0.23 mmol) as starting materials. The reactants are C(CCCCCCC\C=C/CCCCCCCC)(=O)O (oleic acid), mineral spirits, [OH-].[Na+] (sodium hydroxide), [Cu] (copper), graphite, [Cu] (copper). Run in mineral spirits. Yields the product C(CCCCCCC\C=C/CCCCCCCC)(=O)[O-].[Cu+2].C(CCCCCCC\C=C/CCCCCCCC)(=O)[O-] (copper oleate). As a reaction SMILES: [C:1]([OH:20])(=[O:19])[CH2:2][CH2:3][CH2:4][CH2:5][CH2:6][CH2:7][CH2:8]/[CH:9]=[CH:10]\[CH2:11][CH2:12][CH2:13][CH2:14][CH2:15][CH2:16][CH2:17][CH3:18].[OH-].[Na+].[Cu:23]>>[C:1]([O-:20])(=[O:19])[CH2:2][CH2:3][CH2:4][CH2:5][CH2:6][CH2:7][CH2:8]/[CH:9]=[CH:10]\[CH2:11][CH2:12][CH2:13][CH2:14][CH2:15][CH2:16][CH2:17][CH3:18].[Cu+2:23].[C:1]([O-:20])(=[O:19])[CH2:2][CH2:3][CH2:4][CH2:5][CH2:6][CH2:7][CH2:8]/[CH:9]=[CH:10]\[CH2:11][CH2:12][CH2:13][CH2:14][CH2:15][CH2:16][CH2:17][CH3:18] |f:1.2,4.5.6|. Procedure details: To the reaction flask was charged 27.64 g (0.100 mole) of oleic acid, 10.0 g of mineral spirits and 80.0 g of 0.1N sodium hydroxide. A copper rod was used as the anode and a graphite rod as the cathode. 6,496 coulombs of electricity were passed and 2.30 g (0.030 mole) of copper was consumed. After isolation of the product, a green solution of copper oleate in mineral spirits containing 6% copper was obtained. Reactants: ClC1=NC(=C2N=CN(C2=N1)C(C)C)NCCC1=CC=C(C=C1)O (4-(2-(2-chloro-9-isopropyl-9H-purin-6-ylamino)ethyl)phenol), CC=1NC=CN1 (2-methyl-1H-imidazole). Run in CN1CCCC1=O (NMP). Conditions: temperature 240 celsius. The product is C(C)(C)N1C2=NC(=NC(=C2N=C1)NCCC1=CC=C(C=C1)O)N1C(=NC=C1)C (4-(2-(9-Isopropyl-2-(2-methyl-1H-imidazol-1-yl)-9H-purin-6-ylamino)ethyl)phenol). As a reaction SMILES: Cl[C:2]1[N:10]=[C:9]2[C:5]([N:6]=[CH:7][N:8]2[CH:11]([CH3:13])[CH3:12])=[C:4]([NH:14][CH2:15][CH2:16][C:17]2[CH:22]=[CH:21][C:20]([OH:23])=[CH:19][CH:18]=2)[N:3]=1.[CH3:24][C:25]1[NH:26][CH:27]=[CH:28][N:29]=1>CN1C(=O)CCC1>[CH:11]([N:8]1[CH:7]=[N:6][C:5]2[C:9]1=[N:10][C:2]([N:26]1[CH:27]=[CH:28][N:29]=[C:25]1[CH3:24])=[N:3][C:4]=2[NH:14][CH2:15][CH2:16][C:17]1[CH:22]=[CH:21][C:20]([OH:23])=[CH:19][CH:18]=1)([CH3:13])[CH3:12]. Procedure: A microwave reaction tube was charged with 4-(2-(2-chloro-9-isopropyl-9H-purin-6-ylamino)ethyl)phenol (30 mg, 0.091 mmol), 2-methyl-1H-imidazole (59 mg, 0.73 mmol) and 0.5 ml of NMP. The sealed tube was heated under microwave irradiation at 240° C. for 2 hr. The reaction mixture was purified by reverse-phase HPLC(C18 column, eluting with ACN—H2O 0.05% TFA) to afford the title compound as an off-white solid. Starting materials: CN(C(=O)OC=1C=NC=CC1)C (3-Dimethylcarbamoyloxypyridine), ClCOC(=O)C1CC1 (chloromethylcyclopropanecarboxylate). Reaction conditions: time 3 hour. The product is [Cl-].CN(C(=O)OC=1C=[N+](C=CC1)COC(=O)C1CC1)C (3-(dimethylcarbamoyloxy)-1-(cyclopropylcarbonyloxymethyl)pyridinium chloride). Yield: 92.2%. As a reaction SMILES: [CH3:1][N:2]([CH3:12])[C:3]([O:5][C:6]1[CH:7]=[N:8][CH:9]=[CH:10][CH:11]=1)=[O:4].[Cl:13][CH2:14][O:15][C:16]([CH:18]1[CH2:20][CH2:19]1)=[O:17]>>[Cl-:13].[CH3:1][N:2]([CH3:12])[C:3]([O:5][C:6]1[CH:7]=[N+:8]([CH2:14][O:15][C:16]([CH:18]2[CH2:20][CH2:19]2)=[O:17])[CH:9]=[CH:10][CH:11]=1)=[O:4] |f:2.3|. Procedure: 3-Dimethylcarbamoyloxypyridine (1.66 g) and chloromethylcyclopropanecarboxylate (2.70 g) were heated to 90° C. with stirring for 3 hrs. The reaction mixture was treated in a similar manner as described in Example 1 to give 2.77 g of 3-(dimethylcarbamoyloxy)-1-(cyclopropylcarbonyloxymethyl)pyridinium chloride as oil. The structure was determined by N.M.R. Starting materials: C(=O)(O)C1=C(C(=O)C2=C(N(C3=CC=CC=C23)CC)C)C=CC=C1 (3-(2'-carboxybenzoyl)-1-ethyl-2-methyl-indole), C(=O)(O)C1=C(C(=O)C2=C(N(C3=CC=CC=C23)CCCCC)C)C=CC=C1 (3-(2'-carboxybenzoyl)-1-n-pentyl-2-methyl-indole). The product is C1(=O)OCC2=CC=CC=C12 (phthalide). Reaction SMILES: [C:1]([C:4]1[CH:23]=[CH:22][CH:21]=[CH:20][C:5]=1[C:6](C1C2C(=CC=CC=2)N(CC)C=1C)=[O:7])(O)=[O:2].C(C1C=CC=CC=1C(C1C2C(=CC=CC=2)N(CCCCC)C=1C)=O)(O)=O>>[C:1]1([C:4]2[C:5](=[CH:20][CH:21]=[CH:22][CH:23]=2)[CH2:6][O:7]1)=[O:2]. Procedure details: If the 3-(2'-carboxybenzoyl)-1-ethyl-2-methyl-indole in Example 1 is replaced by an equimolar amount of 3-(2'-carboxybenzoyl)-1-n-pentyl-2-methyl-indole, with the procedure otherwise being as described in Example 1, there is obtained 3.6 g of a phthalide compound of the formula ##STR15## which melts at 162°-163° C. The colour former develops on silton clay a blue colour of λ max. 600 nm. Reaction SMILES: [CH3:12][NH:13][CH2:14][CH2:15][N:16]1[CH2:17][CH2:18][O:19][CH2:20][CH2:21]1.[CH3:27][C:28]#[N:29].[Cl:1][CH2:2][c:3]1[cH:4][cH:5][c:6]([C:7](=[O:8])[Cl:9])[cH:10][cH:11]1.[Na+:26].[O-:22][C:23]([OH:24])=[O:25]>>[Cl:1][CH2:2][c:3]1[cH:4][cH:5][c:6]([C:7](=[O:8])[N:13]([CH3:12])[CH2:14][CH2:15][N:16]2[CH2:17][CH2:18][O:19][CH2:20][CH2:21]2)[cH:10][cH:11]1. Starting materials: CNCCN1CCOCC1, CC#N, O=C(Cl)c1ccc(CCl)cc1, [Na+], O=C([O-])O. Product: CN(CCN1CCOCC1)C(=O)c1ccc(CCl)cc1. Reactants: C(C)(C)(C)C=1C=C(C=C(C1O)C(C)(C)C)CCC=1OCC(N1)(C)C (2-[2-(3,5-di-tert-butyl-4-hydroxyphenyl)ethyl]-4,4-dimethyl-2-oxazoline), Cl (hydrochloric acid), [OH-].[Na+] (sodium hydroxide), 2-Oxazolines, C(C)(C)O (isopropanol). The solvent is O (water). Run at temperature 45 celsius. Product: C(C)(C)(C)C=1C=C(C=C(C1O)C(C)(C)C)CCC(=O)OCC(C)(C)N (2-amino-2-methylpropyl [3-(3,5-di-tert-butyl-4-hydroxyphenyl)propionate]). RXN SMILES: [C:1]([C:5]1[CH:6]=[C:7]([CH2:16][CH2:17][C:18]2[O:19][CH2:20][C:21]([CH3:24])([CH3:23])[N:22]=2)[CH:8]=[C:9]([C:12]([CH3:15])([CH3:14])[CH3:13])[C:10]=1[OH:11])([CH3:4])([CH3:3])[CH3:2].C([OH:28])(C)C.Cl.[OH-].[Na+]>O>[C:1]([C:5]1[CH:6]=[C:7]([CH2:16][CH2:17][C:18]([O:19][CH2:20][C:21]([NH2:22])([CH3:24])[CH3:23])=[O:28])[CH:8]=[C:9]([C:12]([CH3:15])([CH3:14])[CH3:13])[C:10]=1[OH:11])([CH3:2])([CH3:3])[CH3:4] |f:3.4|. Procedure details: In a 1-liter, three-neck, round-bottom flask equipped with a thermometer, stirrer and condenser were placed 66.2 g (0.2 mole) 2-[2-(3,5-di-tert-butyl-4-hydroxyphenyl)ethyl]-4,4-dimethyl-2-oxazoline, prepared as disclosed in inventors' application Ser. No. 043,787, filed on May 30, 1979, now abandoned and application Ser. No. 181,325, filed on Aug. 25, 1980 which is a continuation of said application Ser. No. 043,787, entitled "Derivatives of 2-Oxazolines as antioxidants," assigned to Uniroyal, I...